The task is: describe an organic reaction: reactants, conditions, products, and yield. This data is from the Open Reaction Database (ORD), a public repository of structured organic reaction records. Reported procedure: A mixture of 2-[3-(5-chloro-2-methoxyphenyl)-thioureido]-acetamide (11.0 g) and ethyl iodide (12.5 g) in ethanol (400 mL) was heated at reflux for 4.5 hours. The solvent was evaporated. The residue was dissolved in chloroform (500 mL) and washed with water. The organic phase was dried over anhydrous MgSO4, then evaporated to dryness. The residue was crystallized from ethanol to give the title compound (6.1 g) as a tan solid, m.p. 113°-115° C. Anal. Calcd. for. C12H13Cl N2O2S: C, 50.61; H, 4.60; ... As a reaction SMILES: [Cl:1][C:2]1[CH:3]=[CH:4][C:5]([O:16][CH3:17])=[C:6]([NH:8][C:9](=[S:15])[NH:10][CH2:11][C:12](N)=[O:13])[CH:7]=1.[CH2:18](I)[CH3:19]>C(O)C>[Cl:1][C:2]1[CH:3]=[CH:4][C:5]([O:16][CH3:17])=[C:6]([N:8]2[C:12](=[O:13])[CH2:11][N:10]=[C:9]2[S:15][CH2:18][CH3:19])[CH:7]=1. Yield: 53.3%. The product is ClC=1C=CC(=C(C1)N1C(=NCC1=O)SCC)OC (3-(5-Chloro-2-methoxyphenyl)-2-ethylsulfanyl-3,5-dihydro-imidazol-4-one). The solvent is C(C)O (ethanol). Starting materials: ClC=1C=CC(=C(C1)NC(NCC(=O)N)=S)OC (2-[3-(5-chloro-2-methoxyphenyl)-thioureido]-acetamide), C(C)I (ethyl iodide). Starting materials: Nc1ccc(Br)cc1F, ClCCl, CCOC(=O)c1ccc(N=C=O)cc1. Product: CCOC(=O)c1ccc(NC(=O)Nc2ccc(Br)cc2F)cc1. As a reaction SMILES: [Br:1][c:2]1[cH:3][c:4]([F:9])[c:5]([NH2:6])[cH:7][cH:8]1.[Cl:24][CH2:25][Cl:26].[N:10](=[C:11]=[O:12])[c:13]1[cH:14][cH:15][c:16]([C:17](=[O:18])[O:19][CH2:20][CH3:21])[cH:22][cH:23]1>>[Br:1][c:2]1[cH:3][c:4]([F:9])[c:5]([NH:6][C:11]([NH:10][c:13]2[cH:14][cH:15][c:16]([C:17](=[O:18])[O:19][CH2:20][CH3:21])[cH:22][cH:23]2)=[O:12])[cH:7][cH:8]1. The reactants are CNN (methyl hydrazine), CN(C)\C=C\1/C(CN(C1)C(C1=CC=CC=C1)(C1=CC=CC=C1)C1=CC=CC=C1)=O ((4Z)-4-[(dimethylamino)methylene]-1-tritylpyrrolidin-3-one). The solvent is C(C)O (ethanol). Yields the product CN1N=CC2=C1CN(C2)C(C2=CC=CC=C2)(C2=CC=CC=C2)C2=CC=CC=C2 (1-methyl-5-trityl-1,4,5,6-tetrahydropyrrolo[3,4-c]pyrazole). RXN SMILES: [CH3:1][NH:2][NH2:3].CN(/[CH:7]=[C:8]1\[C:9](=O)[CH2:10][N:11]([C:13]([C:26]2[CH:31]=[CH:30][CH:29]=[CH:28][CH:27]=2)([C:20]2[CH:25]=[CH:24][CH:23]=[CH:22][CH:21]=2)[C:14]2[CH:19]=[CH:18][CH:17]=[CH:16][CH:15]=2)[CH2:12]\1)C>C(O)C>[CH3:1][N:2]1[C:9]2[CH2:10][N:11]([C:13]([C:26]3[CH:31]=[CH:30][CH:29]=[CH:28][CH:27]=3)([C:20]3[CH:21]=[CH:22][CH:23]=[CH:24][CH:25]=3)[C:14]3[CH:19]=[CH:18][CH:17]=[CH:16][CH:15]=3)[CH2:12][C:8]=2[CH:7]=[N:3]1. Procedure: A solution of methyl hydrazine (0.11 mL) and (4Z)-4-[(dimethylamino)methylene]-1-tritylpyrrolidin-3-one (678 mg) in ethanol (5 mL) was heated at 84° C. in a sealed tube for 3 h. Solvent was removed under reduced pressure and the residue was purified on a Biotage Horizon® system (silica, 5% methanol/0.5% concentrated ammonium hydroxide/94.5% dichloromethane) to yield 1-methyl-5-trityl-1,4,5,6-tetrahydropyrrolo[3,4-c]pyrazole. Reactants: CCOC(=O)c1ccc(N(CCBr)CCBr)cc1, Br. Product: O=C(O)c1ccc(N(CCBr)CCBr)cc1. Reaction SMILES: [Br:1][CH2:2][CH2:3][N:4]([CH2:5][CH2:6][Br:7])[c:8]1[cH:9][cH:10][c:11]([C:12](=[O:13])[O:14][CH2:15][CH3:16])[cH:17][cH:18]1.[BrH:19]>>[Br:1][CH2:2][CH2:3][N:4]([CH2:5][CH2:6][Br:7])[c:8]1[cH:9][cH:10][c:11]([C:12](=[O:13])[OH:14])[cH:17][cH:18]1. The reactants are ( d ), Cl.CN(C1=CC=C(C=C1)[C@H]1[C@@H](CN(CC1)CC(CC)C)COC1=CC=C(C=C1)C(F)(F)F)C ((+-)trans-4-(4-dimethylaminophenyl)-1-(2-methylbutyl)-3-(4-trifluoromethylphenoxymethyl)piperidine, hydrochloride), ClC(=O)OC(C)Cl (1-chloroethyl chloroformate), Cl.C1OC=2C=C(OC[C@@H]3CNCC[C@H]3C3=CC=C(C=C3)[N+](=O)[O-])C=CC2O1 ((+)trans-3-(3,4-methylenedioxyphenoxymethyl)-4-(4-nitrophenyl)piperidine, hydrochloride). The solvent is ClCCCl (1,2-dichloroethane). Product: Cl.CN(C1=CC=C(C=C1)[C@H]1[C@@H](CNCC1)COC1=CC=C(C=C1)C(F)(F)F)C ((+-) trans 4-(4-dimethylaminophenyl)-3-(4-trifluoromethylphenoxymethyl) piperidine, hydrochloride). The yield is 62.0%. As a reaction SMILES: Cl.[CH3:2][N:3]([CH3:33])[C:4]1[CH:9]=[CH:8][C:7]([C@@H:10]2[CH2:15][CH2:14][N:13](CC(C)CC)[CH2:12][C@H:11]2[CH2:21][O:22][C:23]2[CH:28]=[CH:27][C:26]([C:29]([F:32])([F:31])[F:30])=[CH:25][CH:24]=2)=[CH:6][CH:5]=1.[Cl:34]C(OC(Cl)C)=O.Cl.C1OC2C=CC(OC[C@H]3[C@H](C4C=CC([N+]([O-])=O)=CC=4)CCNC3)=CC=2O1>ClCCCl>[ClH:34].[CH3:2][N:3]([CH3:33])[C:4]1[CH:9]=[CH:8][C:7]([C@@H:10]2[CH2:15][CH2:14][NH:13][CH2:12][C@H:11]2[CH2:21][O:22][C:23]2[CH:24]=[CH:25][C:26]([C:29]([F:32])([F:30])[F:31])=[CH:27][CH:28]=2)=[CH:6][CH:5]=1 |f:0.1,3.4,6.7|. Procedure details: Was prepared from compound (13) (3 g) and 1-chloroethyl chloroformate (1 g) in dry 1,2-dichloroethane (50 ml) as described for compound (6 ). Yield 62%. M.p. 195.5°-199.6° C. (d). Reactants: C(C)(=O)C1C(CCCC1)=O (2-acetyl cyclohexanone), [OH-].[K+] (potassium hydroxide). Yields the product O=C(CCCCCC(=O)O)C (7-Oxooctanoic acid). RXN SMILES: [C:1]([CH:4]1[CH2:9][CH2:8][CH2:7][CH2:6][C:5]1=[O:10])(=[O:3])[CH3:2].[OH-:11].[K+]>>[O:3]=[C:1]([CH3:2])[CH2:4][CH2:9][CH2:8][CH2:7][CH2:6][C:5]([OH:10])=[O:11] |f:1.2|. Procedure details: 7-Oxooctanoic acid was prepared by treatment of 2-acetyl cyclohexanone with aqueous potassium hydroxide (S. Hunig et al; Chem Ber 91, 129-133 (1958)). The reactants are CC(=O)OC(C)=O, CC(=O)O, Nc1ccnn1-c1nn2c(c1Br)CCCC2, O=[N+]([O-])O. The product is Nc1c([N+](=O)[O-])cnn1-c1nn2c(c1Br)CCCC2. Reaction SMILES: [CH3:17][C:18]([O:19][C:20](=[O:21])[CH3:22])=[O:23].[CH3:28][C:29](=[O:30])[OH:31].[NH2:1][c:2]1[cH:3][cH:4][n:5][n:6]1-[c:7]1[n:8][n:9]2[c:10]([c:15]1[Br:16])[CH2:11][CH2:12][CH2:13][CH2:14]2.[OH:24][N+:25]([O-:26])=[O:27]>>[NH2:1][c:2]1[c:3]([N+:25](=[O:24])[O-:26])[cH:4][n:5][n:6]1-[c:7]1[n:8][n:9]2[c:10]([c:15]1[Br:16])[CH2:11][CH2:12][CH2:13][CH2:14]2. Reactants: ClCCl, CCOC(=O)CCNC(=O)Oc1ccc([N+](=O)[O-])cc1, CCC(CC)n1cc(N)c(=O)c2cc(F)c(NC3CCCCC3)cc21, O, c1ccncc1. Yields the product CCOC(=O)CCNC(=O)Nc1cn(C(CC)CC)c2cc(NC3CCCCC3)c(F)cc2c1=O. RXN SMILES: [Cl:53][CH2:54][Cl:55].[N+:1]([c:2]1[cH:3][cH:4][c:5]([O:8][C:9](=[O:6])[NH:11][CH2:12][CH2:13][C:14](=[O:15])[O:16][CH2:17][CH3:18])[cH:7][cH:10]1)([O-:19])=[O:20].[NH2:21][c:22]1[cH:23][n:24]([CH:41]([CH2:42][CH3:43])[CH2:44][CH3:45])[c:25]2[cH:26][c:27]([NH:34][CH:35]3[CH2:36][CH2:37][CH2:38][CH2:39][CH2:40]3)[c:28]([F:33])[cH:29][c:30]2[c:31]1=[O:32].[OH2:52].[cH:46]1[cH:47][cH:48][n:49][cH:50][cH:51]1>>[O:8]=[C:9]([NH:11][CH2:12][CH2:13][C:14](=[O:15])[O:16][CH2:17][CH3:18])[NH:21][c:22]1[cH:23][n:24]([CH:41]([CH2:42][CH3:43])[CH2:44][CH3:45])[c:25]2[cH:26][c:27]([NH:34][CH:35]3[CH2:36][CH2:37][CH2:38][CH2:39][CH2:40]3)[c:28]([F:33])[cH:29][c:30]2[c:31]1=[O:32]. Starting materials: [Br-], BrC[P+](c1ccccc1)(c1ccccc1)c1ccccc1, CC(C=CCC1(C)OCCO1)=CC=O, C1CCOC1, O. The product is CC(C=CCC1(C)OCCO1)=CC=CBr. Reaction SMILES: [Br-:1].[Br:2][CH2:3][P+:4]([c:5]1[cH:6][cH:7][cH:8][cH:9][cH:10]1)([c:11]1[cH:12][cH:13][cH:14][cH:15][cH:16]1)[c:17]1[cH:18][cH:19][cH:20][cH:21][cH:22]1.[CH2:23]1[O:24][C:25]([CH2:26][CH:27]=[CH:28][C:29](=[CH:30][CH:31]=[O:32])[CH3:33])([CH3:34])[O:35][CH2:36]1.[O:38]1[CH2:39][CH2:40][CH2:41][CH2:42]1.[OH2:37]>>[Br:2][CH:3]=[CH:31][CH:30]=[C:29]([CH:28]=[CH:27][CH2:26][C:25]1([CH3:34])[O:24][CH2:23][CH2:36][O:35]1)[CH3:33]. Reactants: COCOc1c(N)cc(OC)cc1C(C)(C)C, O=C=Nc1ccccc1, C1CCOC1. The product is COCOc1c(NC(=O)Nc2ccccc2)cc(OC)cc1C(C)(C)C. As a reaction SMILES: [NH2:1][c:2]1[c:3]([O:4][CH2:5][O:6][CH3:7])[c:8]([C:14]([CH3:15])([CH3:16])[CH3:17])[cH:9][c:10]([O:12][CH3:13])[cH:11]1.[O:18]=[C:19]=[N:20][c:21]1[cH:22][cH:23][cH:24][cH:25][cH:26]1.[O:27]1[CH2:28][CH2:29][CH2:30][CH2:31]1>>[NH:1]([c:2]1[c:3]([O:4][CH2:5][O:6][CH3:7])[c:8]([C:14]([CH3:15])([CH3:16])[CH3:17])[cH:9][c:10]([O:12][CH3:13])[cH:11]1)[C:19](=[O:18])[NH:20][c:21]1[cH:22][cH:23][cH:24][cH:25][cH:26]1.